This data is from the Open Reaction Database (ORD), a public repository of structured organic reaction records. The task is: describe an organic reaction: reactants, conditions, products, and yield Reactants: CCOC(=O)Cc1csc2cc(OC)ccc12, O=S(=O)(O)Cl, ClCCl. RXN SMILES: [CH2:1]([CH3:2])[O:3][C:4]([CH2:5][c:6]1[c:7]2[c:8]([s:9][cH:10]1)[cH:11][c:12]([O:15][CH3:16])[cH:13][cH:14]2)=[O:17].[Cl:18][S:19](=[O:20])(=[O:21])[OH:22].[Cl:23][CH2:24][Cl:25]>>[CH2:1]([CH3:2])[O:3][C:4]([CH2:5][c:6]1[c:7]2[c:8]([s:9][cH:10]1)[c:11]([S:19]([Cl:18])(=[O:20])=[O:21])[c:12]([O:15][CH3:16])[cH:13][cH:14]2)=[O:17]. Yields the product CCOC(=O)Cc1csc2c(S(=O)(=O)Cl)c(OC)ccc12. The reactants are [H-].[Na+] (sodium hydride), C(C)I (ethyl iodide), C1=CC=C(C=2OC3=C(C21)C=CC=C3)O (Dibenzo[b,d]furan-4-ol). Run in CN(C)C=O (DMF), CN(C)C=O (DMF), CN(C)C=O (DMF). RXN SMILES: [CH:1]1[C:9]2[C:8]3[CH:10]=[CH:11][CH:12]=[CH:13][C:7]=3[O:6][C:5]=2[C:4]([OH:14])=[CH:3][CH:2]=1.[H-].[Na+].[CH2:17](I)[CH3:18]>CN(C=O)C>[CH2:17]([O:14][C:4]1[C:5]2[O:6][C:7]3[CH:13]=[CH:12][CH:11]=[CH:10][C:8]=3[C:9]=2[CH:1]=[CH:2][CH:3]=1)[CH3:18] |f:1.2|. Yield: 82.4%. Product: C(C)OC1=CC=CC2=C1OC1=C2C=CC=C1 (4-Ethoxydibenzo[b,d]furan). Procedure: A solution of Dibenzo[b,d]furan-4-ol (1 g, 5.43 mmol) in DMF (5 ml) was added to a stirred and cooled (0° C.) suspension of 60% sodium hydride (326 mg, 8.12 mmol) in DMF (20 ml). The mixture was stirred at 0° C. for 5 min and ethyl iodide (1.18 g, 10.86 mmol) in DMF (5 ml) was added dropwise over a period of 10 min. The cooling bath was removed and the mixture was stirred for 1 h at room temperature. The reaction mixture was diluted with ice-cold water (100 ml) and extracted with EtOAc (3×50 ml)... Reactants: ClC1=C2C=C[C@H]3[C@@H]4CCC([C@@]4(C)CC[C@@H]3[C@]2(C=CC1=O)C)=O (4-chloroandrosta-1,4,6-triene-3,17-dione), [NH4+].[OH-] (NH4OH). Run in O1CCOCC1 (dioxane). Conditions: temperature 90 celsius, time 24 hour. Product: NC1=C2C=C[C@H]3[C@@H]4CCC([C@@]4(C)CC[C@@H]3[C@]2(C=CC1=O)C)=O (4-aminoandrosta-1,4,6-triene-3,17-dione). Yield: 24.0%. As a reaction SMILES: Cl[C:2]1[C:19](=[O:20])[CH:18]=[CH:17][C@@:16]2([CH3:21])[C:3]=1[CH:4]=[CH:5][C@@H:6]1[C@@H:15]2[CH2:14][CH2:13][C@@:11]2([CH3:12])[C@H:7]1[CH2:8][CH2:9][C:10]2=[O:22].[NH4+:23].[OH-]>O1CCOCC1>[NH2:23][C:2]1[C:19](=[O:20])[CH:18]=[CH:17][C@@:16]2([CH3:21])[C:3]=1[CH:4]=[CH:5][C@@H:6]1[C@@H:15]2[CH2:14][CH2:13][C@@:11]2([CH3:12])[C@H:7]1[CH2:8][CH2:9][C:10]2=[O:22] |f:1.2|. Procedure: A mixture of 4-chloroandrosta-1,4,6-triene-3,17-dione (1.585 g, 5 mmole), dioxane (50 ml) and 30% NH4OH aqueous solution (100 ml) is stirred at 90° C. in a pressure vessel during 24 hours. After cooling to room temperature, the reaction mixture is worked up as described in the Example I. There are obtained 370 mg (1.24 mmole, 24% yield ) of the title compound or a yellow solid. Starting materials: CC(C)O, [K+], [OH-], O, CCOC(=O)N1CCC(Nc2nc3ccccc3n2Cc2ccc(CO)o2)CC1. The product is OCc1ccc(Cn2c(NC3CCNCC3)nc3ccccc32)o1. RXN SMILES: [CH:32]([OH:33])([CH3:34])[CH3:35].[K+:31].[OH-:30].[OH2:36].[OH:1][CH2:2][c:3]1[cH:4][cH:5][c:6]([CH2:8][n:9]2[c:10]([NH:18][CH:19]3[CH2:20][CH2:21][N:22]([C:25]([O:26][CH2:27][CH3:28])=[O:29])[CH2:23][CH2:24]3)[n:11][c:12]3[c:13]2[cH:14][cH:15][cH:16][cH:17]3)[o:7]1>>[OH:1][CH2:2][c:3]1[cH:4][cH:5][c:6]([CH2:8][n:9]2[c:10]([NH:18][CH:19]3[CH2:20][CH2:21][NH:22][CH2:23][CH2:24]3)[n:11][c:12]3[c:13]2[cH:14][cH:15][cH:16][cH:17]3)[o:7]1. The reactants are COC(=O)c1ccc(S(=O)(=O)Nc2c(F)cc(F)cc2F)cc1, [Na+], C1COCCO1, [OH-]. The product is O=C(O)c1ccc(S(=O)(=O)Nc2c(F)cc(F)cc2F)cc1. RXN SMILES: [CH3:1][O:2][C:3]([c:4]1[cH:5][cH:6][c:7]([S:10]([NH:11][c:12]2[c:13]([F:20])[cH:14][c:15]([F:19])[cH:16][c:17]2[F:18])(=[O:21])=[O:22])[cH:8][cH:9]1)=[O:23].[Na+:25].[O:26]1[CH2:27][CH2:28][O:29][CH2:30][CH2:31]1.[OH-:24]>>[O:2]=[C:3]([c:4]1[cH:5][cH:6][c:7]([S:10]([NH:11][c:12]2[c:13]([F:20])[cH:14][c:15]([F:19])[cH:16][c:17]2[F:18])(=[O:21])=[O:22])[cH:8][cH:9]1)[OH:23]. Reactants: COC1=CC(=NC=C1)CCC1=NC=2C(=NC=C(C2)I)N1 (2-[2-(4-methoxypyridin-2-yl)ethyl]-6-iodo-3H-imidazo[4,5-b]pyridine), COC1=CC(=NC=C1)CCC1=NC=2C(=NC=C(C2)I)N1 (2-[2-(4-methoxypyridin-2-yl)ethyl]-6-iodo-3H-imidazo[4,5-b]pyridine), C([O-])([O-])=O.[K+].[K+] (potassium carbonate), [Cl-].[Li+] (lithium chloride), CN(S(=O)(=O)C1=C(C=C(C=C1)Br)C(F)(F)F)C (N,N-dimethyl-4-bromo-2-trifluormethylbenzenesulfonamide), bis-(pinacolato)-diboron, 1,1″-bis-(diphenylphosphino)-ferrocene, C(C)(=O)[O-].[K+] (potassium acetate). Reagents/catalysts: [Pd].C1(=CC=CC=C1)P(C1=CC=CC=C1)C1=CC=CC=C1.C1(=CC=CC=C1)P(C1=CC=CC=C1)C1=CC=CC=C1.C1(=CC=CC=C1)P(C1=CC=CC=C1)C1=CC=CC=C1.C1(=CC=CC=C1)P(C1=CC=CC=C1)C1=CC=CC=C1 (tetrakis(triphenylphosphine)-palladium(0)), C1=CC=C(C=C1)P([C-]2C=CC=C2)C3=CC=CC=C3.C1=CC=C(C=C1)P([C-]2C=CC=C2)C3=CC=CC=C3.Cl[Pd]Cl.[Fe+2] ([1,1′-bis(diphenylphosphino)-ferrocene]palladium-dichloride). Run in O (water), O (water), O1CCOCC1 (dioxane), O1CCOCC1 (dioxane). Run at temperature 90 celsius. Product: COC1=CC(=NC=C1)CCC1=NC=2C(=NC=C(C2)C2=CC(=C(C=C2)S(=O)(=O)N(C)C)C(F)(F)F)N1 (4-{2-[2-(4-Methoxypyridin-2-yl)ethyl]-3H-imidazo[4,5-b]pyridin-6-yl}-N,N-dimethyl-2-trifluormethyl-benzenesulfonamide). The yield is 62.8%. RXN SMILES: [CH3:1][N:2]([CH3:17])[S:3]([C:6]1[CH:11]=[CH:10][C:9](Br)=[CH:8][C:7]=1[C:13]([F:16])([F:15])[F:14])(=[O:5])=[O:4].C([O-])(=O)C.[K+].[CH3:23][O:24][C:25]1[CH:30]=[CH:29][N:28]=[C:27]([CH2:31][CH2:32][C:33]2[NH:42][C:36]3=[N:37][CH:38]=[C:39](I)[CH:40]=[C:35]3[N:34]=2)[CH:26]=1.C(=O)([O-])[O-].[K+].[K+].[Cl-].[Li+]>O1CCOCC1.O.C1C=CC(P(C2C=CC=CC=2)[C-]2C=CC=C2)=CC=1.C1C=CC(P(C2C=CC=CC=2)[C-]2C=CC=C2)=CC=1.Cl[Pd]Cl.[Fe+2].[Pd].C1(P(C2C=CC=CC=2)C2C=CC=CC=2)C=CC=CC=1.C1(P(C2C=CC=CC=2)C2C=CC=CC=2)C=CC=CC=1.C1(P(C2C=CC=CC=2)C2C=CC=CC=2)C=CC=CC=1.C1(P(C2C=CC=CC=2)C2C=CC=CC=2)C=CC=CC=1>[CH3:23][O:24][C:25]1[CH:30]=[CH:29][N:28]=[C:27]([CH2:31][CH2:32][C:33]2[NH:42][C:36]3=[N:37][CH:38]=[C:39]([C:9]4[CH:10]=[CH:11][C:6]([S:3]([N:2]([CH3:17])[CH3:1])(=[O:5])=[O:4])=[C:7]([C:13]([F:16])([F:15])[F:14])[CH:8]=4)[CH:40]=[C:35]3[N:34]=2)[CH:26]=1 |f:1.2,4.5.6,7.8,11.12.13.14,15.16.17.18.19|. Reported procedure: A mixture of 0.480 g of N,N-dimethyl-4-bromo-2-trifluormethylbenzenesulfonamide, 0.42 g of bis-(pinacolato)-diboron, 0.025 g of 1,1″-bis-(diphenylphosphino)-ferrocene, 0.033 g of [1,1′-bis(diphenylphosphino)-ferrocene]palladium-dichloride (complex with CH2Cl2), 0.442 g of potassium acetate in 6 ml of degassed dioxane are heated to 90° C. in a sealed tube under N2 for 17 hours. To the resulting mixture 5 ml of degassed dioxane, 0.371 g of 2-[2-(4-methoxypyridin-2-yl)ethyl]-6-iodo-3H-imidazo[4,5-b...